This data is from the Open Reaction Database (ORD), a public repository of structured organic reaction records. The task is: describe an organic reaction: reactants, conditions, products, and yield Reactants: O=C([O-])[O-], C#CCBr, CCc1cccc(CC)c1N, CCO, [K+], [K+], N#N. Yields the product C#CCNc1c(CC)cccc1CC. RXN SMILES: [C:18](=[O:19])([O-:20])[O-:21].[CH2:14]([C:15]#[CH:16])[Br:17].[CH2:3]([CH3:4])[c:5]1[c:6]([NH2:7])[c:8]([CH2:12][CH3:13])[cH:9][cH:10][cH:11]1.[CH3:24][CH2:25][OH:26].[K+:22].[K+:23].[N:1]#[N:2]>>[CH2:3]([CH3:4])[c:5]1[c:6]([NH:7][CH2:16][C:15]#[CH:14])[c:8]([CH2:12][CH3:13])[cH:9][cH:10][cH:11]1.